describe an organic reaction: reactants, conditions, products, and yield From a dataset of the Open Reaction Database (ORD), a public repository of structured organic reaction records. Reactants: BrC1=C(NC(C(C(F)(F)F)(C(F)(F)F)F)=O)C=CC(=C1)[N+](=O)[O-] (2'-Bromo-4'-nitro-2,3,3,3-tetrafluoro-2-(trifluoromethyl)propionanilide), CI (methyl iodide), C([O-])([O-])=O.[K+].[K+] (potassium carbonate). Solvent: CC(=O)C (acetone). Product: CN(C1=C(C=C(C=C1)[N+](=O)[O-])Br)C(C(C(F)(F)F)(C(F)(F)F)F)=O (N-methyl-2'-bromo-4'-nitro-2,3,3,3-tetrafluoro-2-(trifluoromethyl)propionanilide). Yield: 70.0%. As a reaction SMILES: [Br:1][C:2]1[CH:20]=[C:19]([N+:21]([O-:23])=[O:22])[CH:18]=[CH:17][C:3]=1[NH:4][C:5](=[O:16])[C:6]([F:15])([C:11]([F:14])([F:13])[F:12])[C:7]([F:10])([F:9])[F:8].CI.[C:26](=O)([O-])[O-].[K+].[K+]>CC(C)=O>[CH3:26][N:4]([C:5](=[O:16])[C:6]([F:15])([C:11]([F:12])([F:13])[F:14])[C:7]([F:8])([F:9])[F:10])[C:3]1[CH:17]=[CH:18][C:19]([N+:21]([O-:23])=[O:22])=[CH:20][C:2]=1[Br:1] |f:2.3.4|. Procedure: 2'-Bromo-4'-nitro-2,3,3,3-tetrafluoro-2-(trifluoromethyl)propionanilide was reacted with methyl iodide, in acetone and in the presence of potassium carbonate, yielding N-methyl-2'-bromo-4'-nitro-2,3,3,3-tetrafluoro-2-(trifluoromethyl)propionanilide, an oil, yield 70% (>99% branched isomer). The reactants are solution, [H-].C(C(C)C)[Al+]CC(C)C (diisobutylaluminium hydride), solution, [OH-].[Na+] (sodium hydroxide), IC1=CC=C(C=C1)C(C(=O)OCC)(C(=O)OCC)C (Diethyl 2-(4-iodophenyl)-2-methylmalonate). Solvent: ClCCl (dichloromethane), O (water), O (water), ClCCl (dichloromethane). Conditions: temperature -78 celsius, time 10 minute. Product: IC1=CC=C(C=C1)C(CO)(CO)C (2-(4-iodophenyl)-2-methylpropane-1,3-diol). As a reaction SMILES: [I:1][C:2]1[CH:7]=[CH:6][C:5]([C:8]([CH3:19])([C:14](OCC)=[O:15])[C:9](OCC)=[O:10])=[CH:4][CH:3]=1.[H-].C([Al+]CC(C)C)C(C)C.[OH-].[Na+]>ClCCl.O>[I:1][C:2]1[CH:3]=[CH:4][C:5]([C:8]([CH3:19])([CH2:14][OH:15])[CH2:9][OH:10])=[CH:6][CH:7]=1 |f:1.2,3.4|. Procedure: 3.1 g Diethyl 2-(4-iodophenyl)-2-methylmalonate are dissolved in 50 ml dichloromethane and cooled to −78° C. 50 ml of a 1 M solution of diisobutylaluminium hydride in dichloromethane are added dropwise and the mixture is warmed to −10° C. during 5 hours. Then 0.9 ml water and 0.9 ml of a 4 M solution of sodium hydroxide in water are added successively under cooling. The mixture is stirred vigorously for 10 minutes and is then partitioned between 600 ml ethylacetate and 500 ml of a 0.5 M hydrochl... Reactants: CC(CC)C=1N(C2=CC(=C(C=C2C1)OC)Cl)CC1=CC=CC(=N1)C(=O)OC (methyl 6-[2-(butan-2-yl)-6-chloro-5-methoxyindol-1-ylmethyl]pyridine-2-carboxylate), N (ammonia), O1CCCC1 (tetrahydrofuran). Conditions: time 27 hour. Product: CC(CC)C=1N(C2=CC(=C(C=C2C1)OC)Cl)CC1=CC=CC(=N1)C(=O)N (6-[2-(Butan-2-yl)-6-chloro-5-methoxyindol-1-ylmethyl]pyridine-2-carboxamide). Reaction SMILES: [CH3:1][CH:2]([C:5]1[N:6]([CH2:17][C:18]2[N:23]=[C:22]([C:24](OC)=[O:25])[CH:21]=[CH:20][CH:19]=2)[C:7]2[C:12]([CH:13]=1)=[CH:11][C:10]([O:14][CH3:15])=[C:9]([Cl:16])[CH:8]=2)[CH2:3][CH3:4].O1CCCC1.[NH3:33]>>[CH3:1][CH:2]([C:5]1[N:6]([CH2:17][C:18]2[N:23]=[C:22]([C:24]([NH2:33])=[O:25])[CH:21]=[CH:20][CH:19]=2)[C:7]2[C:12]([CH:13]=1)=[CH:11][C:10]([O:14][CH3:15])=[C:9]([Cl:16])[CH:8]=2)[CH2:3][CH3:4]. Reported procedure: To a suspension of methyl 6-[2-(butan-2-yl)-6-chloro-5-methoxyindol-1-ylmethyl]pyridine-2-carboxylate (125 mg) in ammonia (Ca. 7 mol/L methanol solution, 20.1 mL) was added tetrahydrofuran (6.7 mL) at room temperature, followed by stirring for 27 hours. The reaction mixture was concentrated under reduced pressure to obtain the title compound (120 mg). 1H-NMR (CDCl3) δ ppm: 0.86 (3H, t, J=7.5 Hz), 1.25 (3H, d, J=6.9 Hz), 1.45-1.80 (2H, m), 2.65-2.80 (1H, m), 3.93 (3H, s), 5.39 (2H, s), 5.45-5.65 ... The reactants are NC1=CC(=C(C=C1)C(=O)N1CCN(CC1)CC)C(F)(F)F ((4-amino-2-trifluoromethyl-phenyl)-(4-ethyl-piperazin-1-yl)-methanone). The solvent is C1CCOC1 (THF). Reaction conditions: temperature 80 celsius, time 4 hour. The product is C(C)N1CCN(CC1)CC1=C(C=C(C=C1)N)C(F)(F)F (4-(4-ethyl-piperazin-1-ylmethyl)-3-trifluoromethyl-phenylamine). Yield: 69.3%. RXN SMILES: [NH2:1][C:2]1[CH:7]=[CH:6][C:5]([C:8]([N:10]2[CH2:15][CH2:14][N:13]([CH2:16][CH3:17])[CH2:12][CH2:11]2)=O)=[C:4]([C:18]([F:21])([F:20])[F:19])[CH:3]=1>C1COCC1>[CH2:16]([N:13]1[CH2:14][CH2:15][N:10]([CH2:8][C:5]2[CH:6]=[CH:7][C:2]([NH2:1])=[CH:3][C:4]=2[C:18]([F:21])([F:19])[F:20])[CH2:11][CH2:12]1)[CH3:17]. Procedure: To a mixture of (4-amino-2-trifluoromethyl-phenyl)-(4-ethyl-piperazin-1-yl)-methanone (20 g, 66.4 mmol) in THF (500 mL) was added BH3DMS (19.91 mL, 199 mmol) dropwise. Then the mixture was stirred at 80° C. for 4 h. The mixture was quenched by adding MeOH and then concentrated. The residue was purified by silica column chromatography on silica gel (PE:EA=2:1, Rf=0.35) to give a white solid of 4-(4-ethyl-piperazin-1-ylmethyl)-3-trifluoromethyl-phenylamine (14 g, 46.0 mmol, 69.4% yield): 1H NMR (4... Starting materials: Clc1cccc(Cl)c1N=C1NCCN1OCc1ccccc1, CI, CN(C)C=O, Cc1ccccc1, [H-], [Na+]. Yields the product CN1CCN(OCc2ccccc2)C1=Nc1c(Cl)cccc1Cl. RXN SMILES: [CH2:1]([c:2]1[cH:3][cH:4][cH:5][cH:6][cH:7]1)[O:8][N:9]1[C:10](=[N:14][c:15]2[c:16]([Cl:22])[cH:17][cH:18][cH:19][c:20]2[Cl:21])[NH:11][CH2:12][CH2:13]1.[CH3:25][I:26].[CH3:27][N:28]([CH3:29])[CH:30]=[O:31].[CH3:32][c:33]1[cH:34][cH:35][cH:36][cH:37][cH:38]1.[H-:23].[Na+:24]>>[CH2:1]([c:2]1[cH:3][cH:4][cH:5][cH:6][cH:7]1)[O:8][N:9]1[C:10](=[N:14][c:15]2[c:16]([Cl:22])[cH:17][cH:18][cH:19][c:20]2[Cl:21])[N:11]([CH3:25])[CH2:12][CH2:13]1. Reactants: NC=1C=C(C=CC1)C=1N=C(C=2N(C1)C=CN2)NCC2=CC=NC=C2 ([6-(3-Amino-phenyl)-imidazo[1,2-a]pyrazin-8-yl]-pyridin-4-ylmethyl-amine), FC(C=1C=C(C=CC1)N=C=O)(F)F (3-trifluoromethylphenyl isocyanate). Run in C1(=CC=CC=C1)C (toluene). Run at time 24 hour. Product: N1=CC=C(C=C1)CNC=1C=2N(C=C(N1)C=1C=C(C=CC1)NC(=O)NC1=CC(=CC=C1)C(F)(F)F)C=CN2 (1-(3-{8-[(Pyridin-4-ylmethyl)-amino]-imidazo[1,2-a]pyrazin-6-yl}-phenyl)-3-(3trifluoromethyl-phenyl)-urea). RXN SMILES: [NH2:1][C:2]1[CH:3]=[C:4]([C:8]2[N:9]=[C:10]([NH:17][CH2:18][C:19]3[CH:24]=[CH:23][N:22]=[CH:21][CH:20]=3)[C:11]3[N:12]([CH:14]=[CH:15][N:16]=3)[CH:13]=2)[CH:5]=[CH:6][CH:7]=1.[F:25][C:26]([F:37])([F:36])[C:27]1[CH:28]=[C:29]([N:33]=[C:34]=[O:35])[CH:30]=[CH:31][CH:32]=1>C1(C)C=CC=CC=1>[N:22]1[CH:23]=[CH:24][C:19]([CH2:18][NH:17][C:10]2[C:11]3[N:12]([CH:14]=[CH:15][N:16]=3)[CH:13]=[C:8]([C:4]3[CH:3]=[C:2]([NH:1][C:34]([NH:33][C:29]4[CH:30]=[CH:31][CH:32]=[C:27]([C:26]([F:25])([F:36])[F:37])[CH:28]=4)=[O:35])[CH:7]=[CH:6][CH:5]=3)[N:9]=2)=[CH:20][CH:21]=1. Procedure: A mixture of 1.00 eq. of [6-(3-Amino-phenyl)-imidazo[1,2-a]pyrazin-8-yl]-pyridin-4-ylmethyl-amine (5) and 1.00 eq. of 3-trifluoromethylphenyl isocyanate in toluene is stirred at room temperature for 24 hrs. The mixture is partitioned between EtOAc and saturated NaHCO3. The aqueous phase is extracted with EtOAc and the combined extracts are dried over Na2SO4. The solvent is removed under reduced pressure and the resulting residue is purified by flash chromatography (EtOAc) to yield 1-(3-{8-[(Pyri... Starting materials: [N+](=O)([O-])C1=CC=C(COC(=O)N2C[C@H](CC2)NC(=O)[C@H]2N(C[C@H](C2)SC=2[C@@H]([C@H]3N(C2C(=O)OCC2=CC=C(C=C2)[N+](=O)[O-])C([C@@H]3[C@@H](C)O)=O)C)C(=O)OCC3=CC=C(C=C3)[N+](=O)[O-])C=C1 (4-nitrobenzyl (1R, 5S, 6S)-2-{(2S, 4S)-2-[(3S)-1-(4-nitrobenzyloxycarbonyl)pyrrolidin-3-ylaminocarbonyl]-1-(4-nitrobenzyloxycarbonyl)pyrrolidin-4-ylthio}-6-[(1R)-1-hydroxyethyl]-1-methyl-1-carbapen-2-em-3-carboxylate), Cl (hydrochloric acid). Run in O1CCCC1 (tetrahydrofuran), O (water). Yields the product Cl.N1C[C@H](CC1)NC(=O)[C@H]1NC[C@H](C1)SC=1[C@@H]([C@H]2N(C1C(=O)O)C([C@@H]2[C@@H](C)O)=O)C ((1R, 5S, 6S)-2-{(2S, 4S)-2-[(3S)-Pyrrolidin-3-ylaminocarbonyl]pyrrolidin-4-ylthio}-6-[(1R)-1-hydroxyethyl]-1-methyl-1-carbapen-2-em-3-carboxylic acid hydrochloride). Reaction SMILES: [N+](C1C=CC(COC([N:12]2[CH2:16][CH2:15][C@H:14]([NH:17][C:18]([C@@H:20]3[CH2:24][C@H:23]([S:25][C:26]4[C@H:27]([CH3:50])[C@@H:28]5[C@@H:45]([C@H:46]([OH:48])[CH3:47])[C:44](=[O:49])[N:29]5[C:30]=4[C:31]([O:33]CC4C=CC([N+]([O-])=O)=CC=4)=[O:32])[CH2:22][N:21]3C(OCC3C=CC([N+]([O-])=O)=CC=3)=O)=[O:19])[CH2:13]2)=O)=CC=1)([O-])=O.[ClH:66]>O1CCCC1.O>[ClH:66].[NH:12]1[CH2:16][CH2:15][C@H:14]([NH:17][C:18]([C@@H:20]2[CH2:24][C@H:23]([S:25][C:26]3[C@H:27]([CH3:50])[C@@H:28]4[C@@H:45]([C@H:46]([OH:48])[CH3:47])[C:44](=[O:49])[N:29]4[C:30]=3[C:31]([OH:33])=[O:32])[CH2:22][NH:21]2)=[O:19])[CH2:13]1 |f:4.5|. Reported procedure: 475 mg of 4-nitrobenzyl (1R, 5S, 6S)-2-{(2S, 4S)-2-[(3S)-1-(4-nitrobenzyloxycarbonyl)pyrrolidin-3-ylaminocarbonyl]-1-(4-nitrobenzyloxycarbonyl)pyrrolidin-4-ylthio}-6-[(1R)-1-hydroxyethyl]-1-methyl-1-carbapen-2-em-3-carboxylate [prepared as described in step (a) above] were dissolved in 15 ml of a 2:1 by volume mixture of tetrahydrofuran and water, after which 0.45 ml of 1N aqueous hydrochloric acid was added, and the mixture hydrogenated by bubbling hydrogen through it at room temperature for 2 ...